Dataset: the Open Reaction Database (ORD), a public repository of structured organic reaction records. Task: describe an organic reaction: reactants, conditions, products, and yield Yields the product NCC1(CCCCC1)N1CCCCC1 (1-(1-Aminomethylcyclohexyl) piperidine). RXN SMILES: Cl.[NH:2]1[CH2:7][CH2:6][CH2:5][CH2:4][CH2:3]1.[C-:8]#[N:9].[K+].[C:11]1(=O)[CH2:16][CH2:15][CH2:14][CH2:13][CH2:12]1>O.C(O)C>[NH2:9][CH2:8][C:11]1([N:2]2[CH2:7][CH2:6][CH2:5][CH2:4][CH2:3]2)[CH2:16][CH2:15][CH2:14][CH2:13][CH2:12]1 |f:0.1,2.3|. Reactants: C1(CCCCC1)=O (cyclohexanone), Cl.N1CCCCC1 (Piperidine hydrochloride), [C-]#N.[K+] (KCN). Solvent: C(C)O (ethanol), C(C)O (ethanol), O (water). Reported procedure: Piperidine hydrochloride (24.1 g. 0.2 mole) and KCN (13.0 g. 0.2 mole) were dissolved in water (80 ml) and ethanol (160 ml). To this stirred solution was added dropwise a solution of cyclohexanone (19.6 g., 0.2 mole) in ethanol (40 ml), the mixture refluxed for 24 hr. Ethanol was then removed under reduced pressure and the residue extracted with chlorofrom. The extract was washed with water, dried (Na2SO4) and evaporated under reduced pressure to give a pale, amber oil (27.0 g. 68.8%) which crys...